This data is from the Open Reaction Database (ORD), a public repository of structured organic reaction records. The task is: describe an organic reaction: reactants, conditions, products, and yield Starting materials: [Si](C)(C)(C(C)(C)C)OCCN1C(SC2=C1C=CC(=C2)C2=CC=C(C=C2)C[C@@H](C#N)NC(=O)[C@H]2N(CCCC2)C(=O)OC(C)(C)C)=O ((S)-tert-butyl 2-((S)-2-(4-(3-(2-(tert-butyldimethylsilyloxy)ethyl)-2-oxo-2,3-dihydrobenzo[d]thiazol-6-yl)phenyl)-1-cyanoethylcarbamoyl)piperidine-1-carboxylate), C(C)OCC (diethyl ether). Run in C(=O)O (formic acid). The product is C(#N)[C@H](CC1=CC=C(C=C1)C1=CC2=C(N(C(S2)=O)CCO)C=C1)NC(=O)[C@H]1NCCCC1 ((S)-N-((S)-1-Cyano-2-(4-(3-(2-hydroxyethyl)-2-oxo-2,3-dihydrobenzo[d]thiazol-6-yl)phenyl)ethyl)piperidine-2-carboxamide). Isolated yield 86.0%. As a reaction SMILES: [Si]([O:8][CH2:9][CH2:10][N:11]1[C:15]2[CH:16]=[CH:17][C:18]([C:20]3[CH:25]=[CH:24][C:23]([CH2:26][C@H:27]([NH:30][C:31]([C@@H:33]4[CH2:38][CH2:37][CH2:36][CH2:35][N:34]4C(OC(C)(C)C)=O)=[O:32])[C:28]#[N:29])=[CH:22][CH:21]=3)=[CH:19][C:14]=2[S:13][C:12]1=[O:46])(C(C)(C)C)(C)C.C(OCC)C>C(O)=O>[C:28]([C@@H:27]([NH:30][C:31]([C@@H:33]1[CH2:38][CH2:37][CH2:36][CH2:35][NH:34]1)=[O:32])[CH2:26][C:23]1[CH:22]=[CH:21][C:20]([C:18]2[CH:17]=[CH:16][C:15]3[N:11]([CH2:10][CH2:9][OH:8])[C:12](=[O:46])[S:13][C:14]=3[CH:19]=2)=[CH:25][CH:24]=1)#[N:29]. Procedure: A solution of (S)-tert-butyl 2-((S)-2-(4-(3-(2-(tert-butyldimethylsilyloxy)ethyl)-2-oxo-2,3-dihydrobenzo[d]thiazol-6-yl)phenyl)-1-cyanoethylcarbamoyl)piperidine-1-carboxylate (103 mg) in formic acid (1 ml) was stirred at 50° C. for 10 min. The solvent was removed in vacuo and the residue was purified by flash silica chromatography eluting with 1:14 2M ammonia in methanol/DCM to give, after trituration with diethyl ether, the title compound (60 mg) as a white solid. Starting materials: C1CCOC1, [Li]CCCC, CON(C)C(=O)c1ccccc1, CCOCC, CCCCCC, FC(F)(F)C1CO1. Product: O=C(c1ccccc1)C1(C(F)(F)F)CO1. RXN SMILES: [CH2:30]1[O:31][CH2:32][CH2:33][CH2:34]1.[CH2:8]([Li:9])[CH2:10][CH2:11][CH3:12].[CH3:13][O:14][N:15]([C:16]([c:17]1[cH:18][cH:19][cH:20][cH:21][cH:22]1)=[O:23])[CH3:24].[CH3:25][CH2:26][O:27][CH2:28][CH3:29].[CH3:35][CH2:36][CH2:37][CH2:38][CH2:39][CH3:40].[F:1][C:2]([CH:3]1[CH2:4][O:5]1)([F:6])[F:7]>>[F:1][C:2]([C:3]1([C:16]([c:17]2[cH:18][cH:19][cH:20][cH:21][cH:22]2)=[O:23])[CH2:4][O:5]1)([F:6])[F:7]. The reactants are C(CCC)[Li] (butyl lithium), S1C(=CC=C1)[Li] (thienyl lithium), C(C(=O)OCC)(=O)OCC (diethyl oxalate), COC=1SC=CC1 (2-Methoxythiophene). Run in CCCCCC (hexane), C1CCOC1 (THF), C1CCOC1 (THF). Reaction conditions: time 15 hour. The product is C(C)OC(C(=O)C=1SC(=CC1)OC)=O (5-methoxy-2-thiopheneglyoxylic acid ethyl ester). Reaction SMILES: [CH3:1][O:2][C:3]1[S:4][CH:5]=[CH:6][CH:7]=1.C([Li])CCC.S1C=CC=C1[Li].[C:19](OCC)(=[O:25])[C:20]([O:22][CH2:23][CH3:24])=[O:21]>C1COCC1.CCCCCC>[CH2:23]([O:22][C:20](=[O:21])[C:19]([C:5]1[S:4][C:3]([O:2][CH3:1])=[CH:7][CH:6]=1)=[O:25])[CH3:24]. Procedure: 2-Methoxythiophene (15.4 g) is dissolved in 100 ml anhydrous THF and butyl lithium (0.135 moles) in hexane is added dropwise. The solution is stirred at room temperature 15 hr and then heated at reflux for 1 hr. After cooling, the clear solution is transferred to a dropping funnel by means of a siphon. The solution of thienyl lithium is added dropwise to a solution of diethyl oxalate (19.7 g) in 150 ml THF at -78° C. After stirring 2 hr at -78° C, the mixture is brought to -10° C and treated wit... The reactants are compound, C([O-])(O)=O.[Na+] (sodium bicarbonate), Cl.C(C)(=O)C=1C=CC2=C(C=CC=3N4C5=C(C=CC=C5C23)C(N(C4=O)CCN(C)C)=O)C1 (11-Acetyl-5-[2-(dimethylamino)ethyl]-4H-benzo[c]pyrimido[5,6,1-jk]carbazole-4,6(5H)-dione hydrochloride), Cl (hydrochloric acid). Solvent: C(C)(=O)O (acetic acid). Reaction conditions: temperature 70 celsius, time 3 hour. Yields the product Cl.CN(CCN1C(N2C3=C(C=CC=C3C=3C4=C(C=CC23)C=C(C=C4)C(C)O)C1=O)=O)C (5-[2-(Dimethylamino)ethyl]-11-(1-hydroxyethyl)-4H-benzo[c]pyrimido[5,6,1-jk]carbazole-4,6(5H)-dione hydrochloride). RXN SMILES: [ClH:1].[C:2]([C:5]1[CH:6]=[CH:7][C:8]2[C:20]3[C:19]4[C:14]5=[C:15]([C:21](=[O:30])[N:22]([CH2:25][CH2:26][N:27]([CH3:29])[CH3:28])[C:23](=[O:24])[N:13]5[C:12]=3[CH:11]=[CH:10][C:9]=2[CH:31]=1)[CH:16]=[CH:17][CH:18]=4)(=[O:4])[CH3:3].Cl.C(=O)(O)[O-].[Na+]>C(O)(=O)C>[ClH:1].[CH3:29][N:27]([CH3:28])[CH2:26][CH2:25][N:22]1[C:21](=[O:30])[C:15]2[CH:16]=[CH:17][CH:18]=[C:19]3[C:20]4[C:8]5[CH:7]=[CH:6][C:5]([CH:2]([OH:4])[CH3:3])=[CH:31][C:9]=5[CH:10]=[CH:11][C:12]=4[N:13]([C:14]=23)[C:23]1=[O:24] |f:0.1,3.4,6.7|. Procedure details: 21 μl (0.168 mmol) of a borane/pyridine complex (about 8 M) was added to a suspension of 84 mg (0.211 mmol) of a compound prepared by converting the compound of Example 2 into its free base in acetic acid (1.5 ml) and the obtained mixture was stirred at 70° C. for 3 hours. Then it was acidified by adding 1 N hydrochloric acid thereto at room temperature, stirred for 1 minute and neutralized with a saturated aqueous solution of sodium bicarbonate. Next, it was extracted by adding thereto a mixtur...